This data is from the Open Reaction Database (ORD), a public repository of structured organic reaction records. The task is: describe an organic reaction: reactants, conditions, products, and yield Starting materials: BrBr (Bromine), OC(CNC1=CC(=NC2=CC=CC=C12)C)C (N-(2-hydroxypropyl)-2-methyl-4-quinolinamine). Solvent: C(C)(=O)O (acetic acid). Reaction conditions: time 1 hour. Product: BrC=1C(=NC2=CC=CC=C2C1NCC(C)O)C (3-Bromo-N-(2-hydroxypropyl)-2-methyl-4-quinolinamine). RXN SMILES: [Br:1]Br.[OH:3][CH:4]([CH3:18])[CH2:5][NH:6][C:7]1[C:16]2[C:11](=[CH:12][CH:13]=[CH:14][CH:15]=2)[N:10]=[C:9]([CH3:17])[CH:8]=1>C(O)(=O)C>[Br:1][C:8]1[C:9]([CH3:17])=[N:10][C:11]2[C:16]([C:7]=1[NH:6][CH2:5][CH:4]([OH:3])[CH3:18])=[CH:15][CH:14]=[CH:13][CH:12]=2. Procedure: Bromine (32 g) was added dropwise to a solution of 44 g of N-(2-hydroxypropyl)-2-methyl-4-quinolinamine in 600 ml of acetic acid. The solution was stirred for 1 hour and the HBr salt was filtered and washed with a small amount of acetic acid. It was then dissolved in 500 ml of water and an aqueous KOH solution was added, whereupon the free base precipitated. It was filtered and recrystallized from isopropanol. The yield was 22 g, mp 147°-149° C. The reactants are COC(=O)c1cc(NC(=O)OCc2ccccc2)nn1C, CO, [H][H]. Yields the product COC(=O)c1cc(N)nn1C. RXN SMILES: [CH3:1][O:2][C:3](=[O:4])[c:5]1[n:6]([CH3:21])[n:7][c:8]([NH:10][C:11]([O:12][CH2:13][c:14]2[cH:15][cH:16][cH:17][cH:18][cH:19]2)=[O:20])[cH:9]1.[CH3:24][OH:25].[H:22][H:23]>>[CH3:1][O:2][C:3](=[O:4])[c:5]1[n:6]([CH3:21])[n:7][c:8]([NH2:10])[cH:9]1. The product is COC(=O)c1ccc(OCCBr)c(OC)c1. Starting materials: BrCCBr, CC(C)=O, [K+], [K+], O=C([O-])[O-], COC(=O)c1ccc(O)c(OC)c1. RXN SMILES: [Br:20][CH2:21][CH2:22][Br:23].[CH3:24][C:25](=[O:26])[CH3:27].[K+:14].[K+:15].[O-:16][C:17]([O-:18])=[O:19].[OH:1][c:2]1[c:3]([O:12][CH3:13])[cH:4][c:5]([C:6](=[O:7])[O:8][CH3:9])[cH:10][cH:11]1>>[O:1]([c:2]1[c:3]([O:12][CH3:13])[cH:4][c:5]([C:6](=[O:7])[O:8][CH3:9])[cH:10][cH:11]1)[CH2:22][CH2:21][Br:20]. Reactants: O=C([O-])[O-], O=C([O-])[O-], COC(=O)C(CC(C)(C)c1cc(F)ccc1Br)C(=O)c1ccccc1, CI, CO, [Cs+], [Cs+], [K+], [K+], O=C(O)CC(O)(CC(=O)O)C(=O)O, O=S(=O)(O)O. Product: COC(=O)C(O)CC(C)(C)c1cc(F)ccc1Br. RXN SMILES: [C:26]([O-:27])(=[O:28])[O-:29].[C:37](=[O:38])([O-:39])[O-:40].[CH3:1][O:2][C:3]([CH:4]([CH2:5][C:6]([CH3:7])([CH3:8])[c:9]1[c:10]([Br:16])[cH:11][cH:12][c:13]([F:15])[cH:14]1)[C:17](=[O:18])[c:19]1[cH:20][cH:21][cH:22][cH:23][cH:24]1)=[O:25].[CH3:43][I:44].[CH3:58][OH:59].[Cs+:41].[Cs+:42].[K+:30].[K+:31].[OH:45][C:46]([CH2:47][C:48]([C:49](=[O:50])[OH:51])([CH2:52][C:53](=[O:54])[OH:55])[OH:56])=[O:57].[S:32](=[O:33])(=[O:34])([OH:35])[OH:36]>>[CH3:1][O:2][C:3]([CH:4]([CH2:5][C:6]([CH3:7])([CH3:8])[c:9]1[c:10]([Br:16])[cH:11][cH:12][c:13]([F:15])[cH:14]1)[OH:27])=[O:25]. The reactants are C1CCOC1, CN(C(=O)OC(C)(C)C)C(C)(C(=O)[O-])c1ccc(-c2ccccc2)cc1, [Li+], [OH-]. The product is CC(C)(C)OC(=O)NC(C)(C(=O)O)c1ccc(-c2ccccc2)cc1. RXN SMILES: [CH2:29]1[O:30][CH2:31][CH2:32][CH2:33]1.[CH3:3][N:4]([C:5]([CH3:6])([C:7](=[O:8])[O-:9])[c:10]1[cH:11][cH:12][c:13](-[c:16]2[cH:17][cH:18][cH:19][cH:20][cH:21]2)[cH:14][cH:15]1)[C:22](=[O:23])[O:24][C:25]([CH3:26])([CH3:27])[CH3:28].[Li+:2].[OH-:1]>>[NH:4]([C:5]([CH3:6])([C:7](=[O:8])[OH:9])[c:10]1[cH:11][cH:12][c:13](-[c:16]2[cH:17][cH:18][cH:19][cH:20][cH:21]2)[cH:14][cH:15]1)[C:22](=[O:23])[O:24][C:25]([CH3:26])([CH3:27])[CH3:28]. Starting materials: N.O (ammonia water), C12(CC3CC(CC(C1)C3)C2)CNC(C2=CC=CC=C2)=O (N-(tricyclo[3.3.1.13,7]dec-1-ylmethyl)-benzamide), Cl (hydrochloric acid), N(=O)[O-].[Na+] (sodium nitrite). Reagents/catalysts: [Cu]Cl (copper (I) chloride), [Cu](Cl)Cl (copper (II) chloride). Solvent: O (water), ClCCl (dichloromethane), O1CCCC1 (tetrahydrofuran), O (water), O (water). Run at temperature 0 celsius, time 0.5 hour. Yields the product ClC1=C(C(=O)NCC23CC4CC(CC(C2)C4)C3)C=CC=C1N1CCNCC1 (2-Chloro-3-piperazin-1-yl-N-(tricyclo[3.3.1.13,7]dec-1-ylmethyl)-benzamide). Reaction SMILES: [C:1]12([CH2:11][NH:12][C:13](=[O:20])[C:14]3[CH:19]=[CH:18][CH:17]=[CH:16][CH:15]=3)[CH2:10][CH:5]3[CH2:6][CH:7]([CH2:9][CH:3]([CH2:4]3)[CH2:2]1)[CH2:8]2.[ClH:21].N([O-])=O.[Na+].[NH3:26].O>O1CCCC1.O.[Cu]Cl.[Cu](Cl)Cl.ClCCl>[Cl:21][C:15]1[C:16]([N:26]2[CH2:14][CH2:13][NH:12][CH2:11][CH2:1]2)=[CH:17][CH:18]=[CH:19][C:14]=1[C:13]([NH:12][CH2:11][C:1]12[CH2:8][CH:7]3[CH2:6][CH:5]([CH2:4][CH:3]([CH2:9]3)[CH2:2]1)[CH2:10]2)=[O:20] |f:2.3,4.5|. Reported procedure: To a solution of 2-amino-3-(4-{1,1-dimethylethyl}oxycarbonyl]-piperazin-1-yl)-N-(tricyclo[3.3.1.13,7]dec-1-ylmethyl)-benzamide (1 g, Example 2a) in tetrahydrofuran (23 ml) was added 1M aqueous hydrochloric acid (2.78 ml) and water (10 ml). The solution was cooled to 0° C. and sodium nitrite (1.91 g) added portion-wise, whilst maintaining the internal temperature below 5° C. After stirring at 0-5° C. for 0.5 h, a pre-cooled suspension of copper (I) chloride (10.58 g) and copper (II) chloride in w...